From a dataset of the Open Reaction Database (ORD), a public repository of structured organic reaction records. describe an organic reaction: reactants, conditions, products, and yield Reactants: C=O (formaldehyde), CI (methyl iodide), [Si](C)(C)(C)C#N (TMSCN), COC=1C=C2C=C(NC2=CC1)C (5-methoxy-2-methylindole), CNC (dimethylamine), CCCC[N+](CCCC)(CCCC)CCCC.[F-] (TBAF). Solvent: C1(=CC=CC=C1)C (toluene), C(C)(=O)O (acetic acid), O (water). Run at time 2 hour. The product is COC=1C=C2C(=C(NC2=CC1)C)CC#N ((5-methoxy-2-methyl-1H-indol-3-yl)-acetonitrile). Isolated yield 44.3%. As a reaction SMILES: [CH3:1][O:2][C:3]1[CH:4]=[C:5]2[C:9](=[CH:10][CH:11]=1)[NH:8][C:7]([CH3:12])=[CH:6]2.C=O.CNC.CI.[Si](C#N)(C)(C)C.CC[CH2:28][CH2:29][N+:30](CCCC)(CCCC)CCCC.[F-]>C(O)(=O)C.O.C1(C)C=CC=CC=1>[CH3:1][O:2][C:3]1[CH:4]=[C:5]2[C:9](=[CH:10][CH:11]=1)[NH:8][C:7]([CH3:12])=[C:6]2[CH2:28][C:29]#[N:30] |f:5.6|. Reported procedure: To a solution of 5-methoxy-2-methylindole (1.0 g, 6.2 mmol, 1.0 eq.) in a mixture of acetic acid (2 mL) and water (1 mL) were added, at 0° C., formaldehyde (906 μL, 37% in H2O, 11.2 mmol, 1.8 eq) and dimethylamine (1.54 mL, 40% in H2O, 13.6 mmol, 2.2 eq). The mixture was stirred at room temperature for 2 hours and then, quenched with ice and 5 M aqueous sodium hydroxide. The mixture was extracted with dichloromethane and then, the organic layer was dried over MgSO4 and partially evaporated. To t... Reactants: C(C)(C)(C)OC(N(N1C=CC=C1)CC1=CC(=CC=C1)C(F)(F)F)=O ((3-trifluoromethyl-benzyl)-pyrrol-1-yl-carbamic acid tert-butyl ester), C(C)OC(C(C(=O)OCC)C(=O)OCC)=O (2-ethoxycarbonyl-malonic acid diethyl ester). Product: C(C)OC(=O)C1=C(C=2N(N(C1=O)CC1=CC(=CC=C1)C(F)(F)F)C=CC2)O (1-(3-Trifluoromethyl-benzyl)-4-hydroxy-2-oxo-1,2-dihydro-pyrrolo[1,2-b]pyridazine-3-carboxylic acid ethyl ester). RXN SMILES: C(O[C:6](=[O:24])[N:7]([CH2:13][C:14]1[CH:19]=[CH:18][CH:17]=[C:16]([C:20]([F:23])([F:22])[F:21])[CH:15]=1)[N:8]1[CH:12]=[CH:11][CH:10]=[CH:9]1)(C)(C)C.[CH2:25]([O:27][C:28](=[O:40])[CH:29](C(OCC)=O)[C:30](OCC)=[O:31])[CH3:26]>>[CH2:25]([O:27][C:28]([C:29]1[C:6](=[O:24])[N:7]([CH2:13][C:14]2[CH:19]=[CH:18][CH:17]=[C:16]([C:20]([F:21])([F:22])[F:23])[CH:15]=2)[N:8]2[CH:9]=[CH:10][CH:11]=[C:12]2[C:30]=1[OH:31])=[O:40])[CH3:26]. Reported procedure: Prepared according to the thermal cyclization condition used in Example 1 step c) from starting materials (3-trifluoromethyl-benzyl)-pyrrol-1-yl-carbamic acid tert-butyl ester (1.0 eq.) and 2-ethoxycarbonyl-malonic acid diethyl ester (3.0 eq.). ESI (m/z): 381 (M+H)+. Reactants: CCCc1nc2ccc(NC(=O)OC(C)(C)C)cc2n1Cc1ccccc1Cl, ClCCl, O=C(O)C(F)(F)F. The product is CCCc1nc2ccc(N)cc2n1Cc1ccccc1Cl. RXN SMILES: [C:1]([O:2][C:3](=[O:4])[NH:8][c:9]1[cH:10][cH:11][c:12]2[c:13]([n:14]([CH2:20][c:21]3[c:22]([Cl:27])[cH:23][cH:24][cH:25][cH:26]3)[c:15]([CH2:17][CH2:18][CH3:19])[n:16]2)[cH:28]1)([CH3:5])([CH3:6])[CH3:7].[CH2:29]([Cl:30])[Cl:31].[OH:32][C:33]([C:34]([F:35])([F:36])[F:37])=[O:38]>>[NH2:8][c:9]1[cH:10][cH:11][c:12]2[c:13]([n:14]([CH2:20][c:21]3[c:22]([Cl:27])[cH:23][cH:24][cH:25][cH:26]3)[c:15]([CH2:17][CH2:18][CH3:19])[n:16]2)[cH:28]1. Yields the product Nc1ccc(S(=O)(=O)c2cc(Br)nc(Br)c2)cc1. Reactants: O=[N+]([O-])c1ccc(S(=O)(=O)c2cc(Br)nc(Br)c2)cc1, CO, [Cl-], [Fe], [NH4+], C1COCCO1, O. Reaction SMILES: [Br:1][c:2]1[n:3][c:4]([Br:20])[cH:5][c:6]([S:8](=[O:9])(=[O:10])[c:11]2[cH:12][cH:13][c:14]([N+:17]([O-:18])=[O:19])[cH:15][cH:16]2)[cH:7]1.[CH3:23][OH:24].[Cl-:21].[Fe:32].[NH4+:22].[O:25]1[CH2:26][CH2:27][O:28][CH2:29][CH2:30]1.[OH2:31]>>[Br:1][c:2]1[n:3][c:4]([Br:20])[cH:5][c:6]([S:8](=[O:9])(=[O:10])[c:11]2[cH:12][cH:13][c:14]([NH2:17])[cH:15][cH:16]2)[cH:7]1. Run at temperature 60 celsius, time 10 minute. RXN SMILES: C[Si](C)(C)Cl.Br[CH2:7][C:8]([O:10][C:11]([CH3:14])([CH3:13])[CH3:12])=[O:9].[CH:15](=[O:22])[C:16]1[CH:21]=[CH:20][CH:19]=[CH:18][CH:17]=1.Cl>C(OCC)(=O)C.[Zn]>[OH:22][CH:15]([C:16]1[CH:21]=[CH:20][CH:19]=[CH:18][CH:17]=1)[CH2:7][C:8]([O:10][C:11]([CH3:14])([CH3:13])[CH3:12])=[O:9]. Starting materials: C[Si](Cl)(C)C (trimethylchlorosilane), Cl (hydrochloric acid), BrCC(=O)OC(C)(C)C (tert-butyl bromoacetate), C(C1=CC=CC=C1)=O (benzaldehyde). Reported procedure: At room temperature, a three-neck flask equipped with a reflux condenser, internal thermometer, dropping funnel and stirrer under nitrogen protective gas was initially charged with 8 g of zinc powder (122 mmol) in 47 ml of ethyl acetate. After 1.9 ml of trimethylchlorosilane (15 mmol) had been added, the mixture was heated to 60° C. for 15 min, then allowed to cool to 55° C. and 22 g of undiluted tert-butyl bromoacetate (113 mmol) were subsequently added dropwise within 5 min, and the temperatur... Run in C(C)(=O)OCC (ethyl acetate), C(C)(=O)OCC (ethyl acetate). Yields the product OC(CC(=O)OC(C)(C)C)C1=CC=CC=C1 (Tert-butyl 3-hydroxy-3-phenylpropionate). The reagents and catalysts are [Zn] (zinc), [Zn] (zinc). Reactants: O=[O+][O-] (Ozone), C(C=C)N(C1CCN(CC1)C(=O)OCC1=CC=CC=C1)C(=O)OC(C)(C)C (benzyl 4-[allyl(tert-butoxycarbonyl)amino]piperidine-1-carboxylate), CSC (dimethylsulfide). Solvent: ClCCl (dichloromethane), CO (methanol). Reaction conditions: time 3 hour. Yields the product C(C)(C)(C)OC(=O)N(C1CCN(CC1)C(=O)OCC1=CC=CC=C1)CC=O (Benzyl 4-[(tert-butoxycarbonyl)(2-oxoethyl)amino]piperidine-1-carboxylate). As a reaction SMILES: [O:1]=[O+][O-].[CH2:4]([N:7]([C:24]([O:26][C:27]([CH3:30])([CH3:29])[CH3:28])=[O:25])[CH:8]1[CH2:13][CH2:12][N:11]([C:14]([O:16][CH2:17][C:18]2[CH:23]=[CH:22][CH:21]=[CH:20][CH:19]=2)=[O:15])[CH2:10][CH2:9]1)[CH:5]=C.CSC>ClCCl.CO>[C:27]([O:26][C:24]([N:7]([CH2:4][CH:5]=[O:1])[CH:8]1[CH2:13][CH2:12][N:11]([C:14]([O:16][CH2:17][C:18]2[CH:19]=[CH:20][CH:21]=[CH:22][CH:23]=2)=[O:15])[CH2:10][CH2:9]1)=[O:25])([CH3:29])([CH3:30])[CH3:28]. Procedure: Ozone (g) was bubbled into a solution of benzyl 4-[allyl(tert-butoxycarbonyl)amino]piperidine-1-carboxylate (2.75 g, 7.34 mmol) in dichloromethane (30 mL) and methanol (15 mL) at −78° C. for 17 min. Nitrogen (g) was then bubbled into the mixture for 30 min followed by the addition of dimethylsulfide (2.70 mL, 36.72 mmol). The reaction warmed to ambient temperature and stirred for 3 h. The mixture was concentrated and redissolved in ethyl acetate. The ethyl acetate layer was washed with water (2×... Starting materials: C(C)(=O)OC(C)=O (acetic anhydride), C(#N)C1=C(C=C(C=C1)C(F)(F)F)N=NNC1=C(C=CC(=C1)C(F)(F)F)C#N (1,3-bis(2-cyano-5-trifluoromethylphenyl)triazene), N1=CC=CC=C1 (pyridine). Run in O (water). Yields the product C(C)(=O)N(N=NC1=C(C=CC(=C1)C(F)(F)F)C#N)C1=C(C=CC(=C1)C(F)(F)F)C#N (3-acetyl-1,3-bis(2-cyano-5-trifluoromethylphenyl)triazene). RXN SMILES: C(O[C:5](=[O:7])[CH3:6])(=O)C.[C:8]([C:10]1[CH:15]=[CH:14][C:13]([C:16]([F:19])([F:18])[F:17])=[CH:12][C:11]=1[N:20]=[N:21][NH:22][C:23]1[CH:28]=[C:27]([C:29]([F:32])([F:31])[F:30])[CH:26]=[CH:25][C:24]=1[C:33]#[N:34])#[N:9].N1C=CC=CC=1>O>[C:5]([N:20]([C:11]1[CH:12]=[C:13]([C:16]([F:17])([F:18])[F:19])[CH:14]=[CH:15][C:10]=1[C:8]#[N:9])[N:21]=[N:22][C:23]1[CH:28]=[C:27]([C:29]([F:32])([F:31])[F:30])[CH:26]=[CH:25][C:24]=1[C:33]#[N:34])(=[O:7])[CH3:6]. Procedure: Alternatively, 3-acetyl-1,3-bis(2-cyano-5-trifluoromethylphenyl)triazene is prepared by addition of 25 ml. of acetic anhydride to a solution of 5.0 g. (0.013 mol.) of 1,3-bis(2-cyano-5-trifluoromethylphenyl)triazene in 65 ml. of pyridine. The reaction mixture is stirred at 25° for twelve hours, then it is poured into water. The aqueous mixture is extracted with ether, the layers are separated and the ether phase is washed with water, 5% aqueous sodium bicarbonate and water, dried (MgSO4) and con... Reactants: PdCl2 (PPh3)2, C[Si](C)(C)C#C (trimethylsilyl-acetylene), BrC1=CC=C(C(=O)C2=CC=CC=C2)C=C1 (4-bromobenzophenone). The reagents and catalysts are [Cu]I (CuI). Run in N(CC)CC (Et2NH). Reaction conditions: time 5 hour. Yields the product C[Si](C)(C)C#CC1=CC=C(C(=O)C2=CC=CC=C2)C=C1 (4-(trimethylsilylethynyl)benzophenone). Yield: 93.0%. Reaction SMILES: Br[C:2]1[CH:15]=[CH:14][C:5]([C:6]([C:8]2[CH:13]=[CH:12][CH:11]=[CH:10][CH:9]=2)=[O:7])=[CH:4][CH:3]=1.[CH3:16][Si:17]([C:20]#[CH:21])([CH3:19])[CH3:18]>[Cu]I.N(CC)CC>[CH3:16][Si:17]([C:20]#[C:21][C:2]1[CH:15]=[CH:14][C:5]([C:6]([C:8]2[CH:13]=[CH:12][CH:11]=[CH:10][CH:9]=2)=[O:7])=[CH:4][CH:3]=1)([CH3:19])[CH3:18]. Procedure: To a flask containing a mixture of 4-bromobenzophenone (1.31 g, 5.0 mmol). PdCl2 (PPh3)2 (70 mg. 0.10 mmol), and CuI (10 mg, 0.050 mmol) was added Et2NH (50 mL) and trimethylsilyl-acetylene (0.85 mL, 6.0 mmol) under a nitrogen atmosphere. The mixture was stirred at room temperature for 5 h. The solvent was removed under vacuum, and the residue was extracted with CH2Cl2 /H2O. The organic layer was collected, dried over MgSO4, filtered through Al2O3, and pumped dry. The residue was recrystallized ...